Dataset: the Open Reaction Database (ORD), a public repository of structured organic reaction records. Task: describe an organic reaction: reactants, conditions, products, and yield The reactants are N1(CCCC1)CCOC1=C(C=CC(=C1)[N+](=O)[O-])OC (2-(2-pyrrolidin-1-ylethoxy)-4-nitroanisole), CC1=C(C=CC(=C1)C=1OC(=NN1)C)C1=CC=C(C=C1)C(=O)O (2'-Methyl-4'-(5-methyl-1,3,4-oxadiazol-2-yl)biphenyl-4-carboxylic acid). Product: N1(CCCC1)CCOC=1C=C(N)C=CC1OC (3-(2-Pyrrolidin-1-ylethoxy)-4-methoxyaniline). Reaction SMILES: [N:1]1([CH2:6][CH2:7][O:8][C:9]2[CH:14]=[C:13]([N+:15]([O-])=O)[CH:12]=[CH:11][C:10]=2[O:18][CH3:19])[CH2:5][CH2:4][CH2:3][CH2:2]1.CC1C=C(C2OC(C)=NN=2)C=CC=1C1C=CC(C(O)=O)=CC=1>>[N:1]1([CH2:6][CH2:7][O:8][C:9]2[CH:14]=[C:13]([CH:12]=[CH:11][C:10]=2[O:18][CH3:19])[NH2:15])[CH2:5][CH2:4][CH2:3][CH2:2]1. Reported procedure: The title compound was prepared from 2-(2-pyrrolidin-1-ylethoxy)-4-nitroanisole (D30) using a similar procedure to Description 2 (96%). Reactants: C(CCC)[Li] (n-butyl lithium), solution, [H-].[Na+] (sodium hydride), C(CC(=O)C)(=O)OC (methyl acetoacetate), FC1=CC=C(C=C1)C1=C(C2CCC(C1)C2)C=CC=O (3-[3-(4-fluorophenyl)bicyclo [3.2.1]oct-2-en-2-yl]propenal). Run in hexanes, CCCCC (pentane), C1CCOC1 (THF), C1CCOC1 (THF). Run at time 30 minute. Yields the product FC1=CC=C(C=C1)C1=C(C2CCC(C1)C2)/C=C/C(CC(CC(=O)OC)=O)O (methyl (E)-7-[3-[4-fluorophenyl) bicyclo[ 3.2.1]oct-2-en-2-yl]-5-hydroxy-3-oxohept-6-enoate). RXN SMILES: [H-].[Na+].[C:3]([O:9][CH3:10])(=[O:8])[CH2:4][C:5]([CH3:7])=[O:6].C([Li])CCC.[F:16][C:17]1[CH:22]=[CH:21][C:20]([C:23]2[CH2:29][CH:28]3[CH2:30][CH:25]([CH2:26][CH2:27]3)[C:24]=2[CH:31]=[CH:32][CH:33]=[O:34])=[CH:19][CH:18]=1>C1COCC1.CCCCC>[F:16][C:17]1[CH:18]=[CH:19][C:20]([C:23]2[CH2:29][CH:28]3[CH2:30][CH:25]([CH2:26][CH2:27]3)[C:24]=2/[CH:31]=[CH:32]/[CH:33]([OH:34])[CH2:7][C:5](=[O:6])[CH2:4][C:3]([O:9][CH3:10])=[O:8])=[CH:21][CH:22]=1 |f:0.1|. Reported procedure: To a 0°-5° C. suspension of pentane-washed sodium hydride (0.43 g, 10.6 mmoles) in 10 ml anhydrous THF was added dropwise methyl acetoacetate. The solution was stirred for 30 minutes and n-butyl lithium (5.8 ml of a 1.6M solution in hexanes, 9.31 mmoles) was added dropwise. The solution was stirred for 20 minutes and a solution of 3-[3-(4-fluorophenyl)bicyclo [3.2.1]oct-2-en-2-yl]propenal (2.50 g, 9.75 mmoles) in 15 ml anhydrous THF was added. The resulting solution was stirred for 60 minutes an... The reactants are CCN(Cc1ccc(C(F)(F)F)cc1)C(=O)Cc1ccc(SCc2ccccc2C(=O)OC)cc1, C1CCOC1, [Li+], [OH-], O. As a reaction SMILES: [CH2:1]([CH3:2])[N:3]([C:4]([CH2:5][c:6]1[cH:7][cH:8][c:9]([S:12][CH2:13][c:14]2[c:15]([C:16](=[O:17])[O:18][CH3:19])[cH:20][cH:21][cH:22][cH:23]2)[cH:10][cH:11]1)=[O:24])[CH2:25][c:26]1[cH:27][cH:28][c:29]([C:32]([F:33])([F:34])[F:35])[cH:30][cH:31]1.[CH2:38]1[O:39][CH2:40][CH2:41][CH2:42]1.[Li+:36].[OH-:37].[OH2:43]>>[CH2:1]([CH3:2])[N:3]([C:4]([CH2:5][c:6]1[cH:7][cH:8][c:9]([S:12][CH2:13][c:14]2[c:15]([C:16](=[O:17])[OH:18])[cH:20][cH:21][cH:22][cH:23]2)[cH:10][cH:11]1)=[O:24])[CH2:25][c:26]1[cH:27][cH:28][c:29]([C:32]([F:33])([F:34])[F:35])[cH:30][cH:31]1. Yields the product CCN(Cc1ccc(C(F)(F)F)cc1)C(=O)Cc1ccc(SCc2ccccc2C(=O)O)cc1. Reactants: CCCc1c(Cc2ccc(-c3ccccc3C#N)cc2)c(=O)n(C2CCC(c3ocnc3C(=O)O)CC2)c2ncnn12, CCOC(C)=O, Cl, c1ccc2ncccc2c1. Yields the product CCCc1c(Cc2ccc(-c3ccccc3C#N)cc2)c(=O)n(C2CCC(c3cnco3)CC2)c2ncnn12. RXN SMILES: [C:1](#[N:2])[c:3]1[c:4](-[c:9]2[cH:10][cH:11][c:12]([CH2:15][c:16]3[c:17](=[O:42])[n:18]([CH:28]4[CH2:29][CH2:30][CH:31]([c:34]5[c:35]([C:39]([OH:40])=[O:41])[n:36][cH:37][o:38]5)[CH2:32][CH2:33]4)[c:19]4[n:20]([c:21]3[CH2:22][CH2:23][CH3:24])[n:25][cH:26][n:27]4)[cH:13][cH:14]2)[cH:5][cH:6][cH:7][cH:8]1.[CH3:54][CH2:55][O:56][C:57](=[O:58])[CH3:59].[ClH:53].[cH:43]1[cH:44][c:45]2[c:46]([n:47][cH:48][cH:49][cH:50]2)[cH:51][cH:52]1>>[C:1](#[N:2])[c:3]1[c:4](-[c:9]2[cH:10][cH:11][c:12]([CH2:15][c:16]3[c:17](=[O:42])[n:18]([CH:28]4[CH2:29][CH2:30][CH:31]([c:34]5[cH:35][n:36][cH:37][o:38]5)[CH2:32][CH2:33]4)[c:19]4[n:20]([c:21]3[CH2:22][CH2:23][CH3:24])[n:25][cH:26][n:27]4)[cH:13][cH:14]2)[cH:5][cH:6][cH:7][cH:8]1. Reactants: ClC1=CC2=C(C(=N1)O[C@H](C)[C@@H]1CC(NC1)=O)N(C=N2)C(C)C ((R)-4-((R)-1-(6-chloro-3-isopropyl-3H-imidazo[4,5-c]pyridin-4-yloxy)ethyl)pyrrolidin-2-one), COC=1C=C(C=CC1OC)C1=CC2=C(C(=N1)O[C@H](C)C1CC(NC1)=O)N(C=N2)C(C)C (4-((R)-1-(6-(3,4-dimethoxyphenyl)-3-isopropyl-3H-imidazo[4,5-c]pyridin-4-yloxy)ethyl)pyrrolidin-2-one). Yields the product COC=1C=C(C=CC1OC)C1=CC2=C(C(=N1)O[C@H](C)[C@@H]1CC(NC1)=O)N(C=N2)C(C)C ((R)-4-((R)-1-(6-(3,4-dimethoxyphenyl)-3-isopropyl-3H-imidazo[4,5-c]pyridin-4-yloxy)ethyl)pyrrolidin-2-one). RXN SMILES: ClC1N=C(O[C@@H]([C@H]2CNC(=O)C2)C)C2N(C(C)C)C=NC=2C=1.[CH3:23][O:24][C:25]1[CH:26]=[C:27]([C:33]2[N:38]=[C:37]([O:39][C@@H:40]([CH:42]3[CH2:46][NH:45][C:44](=[O:47])[CH2:43]3)[CH3:41])[C:36]3[N:48]([CH:51]([CH3:53])[CH3:52])[CH:49]=[N:50][C:35]=3[CH:34]=2)[CH:28]=[CH:29][C:30]=1[O:31][CH3:32]>>[CH3:23][O:24][C:25]1[CH:26]=[C:27]([C:33]2[N:38]=[C:37]([O:39][C@@H:40]([C@H:42]3[CH2:46][NH:45][C:44](=[O:47])[CH2:43]3)[CH3:41])[C:36]3[N:48]([CH:51]([CH3:53])[CH3:52])[CH:49]=[N:50][C:35]=3[CH:34]=2)[CH:28]=[CH:29][C:30]=1[O:31][CH3:32]. Reported procedure: Following the procedure of Example 3.08, beginning with (R)-4-((R)-1-(6-chloro-3-isopropyl-3H-imidazo[4,5-c]pyridin-4-yloxy)ethyl)pyrrolidin-2-one 2.23 (52 mg crude), R)-4-((R)-1-(6-(3,4-dimethoxyphenyl)-3-isopropyl-3H-imidazo[4,5-c]pyridin-4-yloxy)ethyl)pyrrolidin-2-one 3.07 was synthesized. Starting materials: BrC1=CC=CC2=C1C=CO2 (4-bromo-benzofuran), C(C)(C)(C)OC(=O)N1C(CCCC1)C(N(C)OC)=O ((RS)-1-(tert-butyloxycarbonyl)-2-(N-methoxy-N-methylcarbamoyl)-piperidine), D1. Yields the product C(C)(C)(C)OC(=O)N1C(CCCC1)C(=O)C=1OC2=C(C1)C(=CC=C2)Br ((RS)-2-[1-(4-Bromo-benzofuran-2-yl)-methanoyl]-piperidine-1-carboxylic acid tert-butyl ester). Reaction SMILES: [Br:1][C:2]1[C:7]2[CH:8]=[CH:9][O:10][C:6]=2[CH:5]=[CH:4][CH:3]=1.[C:11]([O:15][C:16]([N:18]1[CH2:23][CH2:22][CH2:21][CH2:20][CH:19]1[C:24](=[O:29])N(OC)C)=[O:17])([CH3:14])([CH3:13])[CH3:12]>>[C:11]([O:15][C:16]([N:18]1[CH2:23][CH2:22][CH2:21][CH2:20][CH:19]1[C:24]([C:9]1[O:10][C:6]2[CH:5]=[CH:4][CH:3]=[C:2]([Br:1])[C:7]=2[CH:8]=1)=[O:29])=[O:17])([CH3:14])([CH3:13])[CH3:12]. Procedure: The title compound (1.45 g) was prepared from 4-bromo-benzofuran (3.65 g, WO0109111) and (RS)-1-(tert-butyloxycarbonyl)-2-(N-methoxy-N-methylcarbamoyl)-piperidine, D1 (5.17 g) according to a procedure similar to that for Description 2. Starting materials: CC(C)(C)OC(=O)NCCSc1cc(Cl)nc(N)n1, O=C([O-])O, CC(=O)[O-], CC(=O)[O-], COCCOC, COC(=O)c1cc(B2OC(C)(C)C(C)(C)O2)c(Cl)cc1Cl, [Na+], O, [Pd+2], c1ccc(P(c2ccccc2)c2ccccc2)cc1. The product is COC(=O)c1cc(-c2cc(SCCNC(=O)OC(C)(C)C)nc(N)n2)c(Cl)cc1Cl. Reaction SMILES: [C:22]([CH3:23])([CH3:24])([CH3:25])[O:26][C:27]([NH:28][CH2:29][CH2:30][S:31][c:32]1[n:33][c:34]([NH2:39])[n:35][c:36]([Cl:38])[cH:37]1)=[O:40].[C:60](=[O:61])([OH:62])[O-:63].[C:65]([O-:66])(=[O:67])[CH3:68].[C:70]([O-:71])(=[O:72])[CH3:73].[CH2:75]([CH2:76][O:77][CH3:78])[O:79][CH3:80].[CH3:1][O:2][C:3]([c:4]1[c:5]([Cl:20])[cH:6][c:7]([Cl:19])[c:8]([B:10]2[O:11][C:12]([CH3:13])([CH3:14])[C:15]([CH3:16])([CH3:17])[O:18]2)[cH:9]1)=[O:21].[Na+:64].[OH2:74].[Pd+2:69].[c:41]1([P:42]([c:43]2[cH:44][cH:45][cH:46][cH:47][cH:48]2)[c:49]2[cH:50][cH:51][cH:52][cH:53][cH:54]2)[cH:55][cH:56][cH:57][cH:58][cH:59]1>>[CH3:1][O:2][C:3]([c:4]1[c:5]([Cl:20])[cH:6][c:7]([Cl:19])[c:8](-[c:36]2[n:35][c:34]([NH2:39])[n:33][c:32]([S:31][CH2:30][CH2:29][NH:28][C:27]([O:26][C:22]([CH3:23])([CH3:24])[CH3:25])=[O:40])[cH:37]2)[cH:9]1)=[O:21]. The reactants are C(C)(C)(C)OC(=O)N1C(OC[C@@H]1CO)(C)C ((S)-4-hydroxymethyl-2,2-dimethyloxazolidine-3-carboxylic acid tert-butyl ester), S(=O)(=O)=O.N1=CC=CC=C1 (pyridine sulfur trioxide), O (water). Run in C(C)(C)N(CC)C(C)C (diisopropylethylamine), CS(=O)C (dimethylsulfoxide). Reaction conditions: temperature 15 celsius, time 1.5 hour. Product: C(C)(C)(C)OC(=O)N1C(OC[C@H]1C=O)(C)C ((S)-4-Formyl-2,2-dimethyloxazolidine-3-carboxylic acid tert-butyl ester). RXN SMILES: S(=O)(=O)=O.N1C=CC=CC=1.[C:11]([O:15][C:16]([N:18]1[C@@H:22]([CH2:23][OH:24])[CH2:21][O:20][C:19]1([CH3:26])[CH3:25])=[O:17])([CH3:14])([CH3:13])[CH3:12].O>CS(C)=O.C(N(C(C)C)CC)(C)C>[C:11]([O:15][C:16]([N:18]1[C@H:22]([CH:23]=[O:24])[CH2:21][O:20][C:19]1([CH3:26])[CH3:25])=[O:17])([CH3:14])([CH3:13])[CH3:12] |f:0.1|. Procedure: Add dropwise over 2 hours a solution of pyridine sulfur trioxide (390 g, 2452.83 mmol) in dimethylsulfoxide (1600 mL) to a 6° C. maintained solution of (S)-4-hydroxymethyl-2,2-dimethyloxazolidine-3-carboxylic acid tert-butyl ester (350 g, 1515.15 mmol) in diisopropylethylamine (1225 mL) with a dimethylsulfide trap. Over 30 minutes add water (1050 mL) keeping temperature below 15° C. Stir at 15° C. for 1.5 hours under a stream of nitrogen. Extract with ethyl acetate (5 L), wash with 5%-aqueous ci...